From a dataset of the Open Reaction Database (ORD), a public repository of structured organic reaction records. describe an organic reaction: reactants, conditions, products, and yield Starting materials: CNC1=NS(N=C1NCCS)=O (3-methylamino-4-(2-mercaptoethylamino)-1,2,5-thiadiazole 1-oxide), CN (methylamine), CN(C)CC=1SC=C(N1)CO (2-dimethylaminomethyl-4-hydroxymethylthiazole), COC1=NS(N=C1OC)=O (3,4-dimethoxy-1,2,5-thiadiazole 1-oxide), NCCS (2-aminoethanethiol). The product is CN(C)CC=1SC=C(N1)CSCCNC1=NS(N=C1NC)=O (3-{2-[(2-Dimethylaminomethyl-4-thiazolyl)methylthio]ethylamino}-4-methylamino-1,2,5-thiadiazole 1-oxide). As a reaction SMILES: [CH3:1][NH:2][C:3]1[C:7]([NH:8][CH2:9][CH2:10][SH:11])=[N:6][S:5](=[O:12])[N:4]=1.COC1C(OC)=NS(=O)N=1.NCCS.CN.[CH3:29][N:30]([CH2:32][C:33]1[S:34][CH:35]=[C:36]([CH2:38]O)[N:37]=1)[CH3:31]>>[CH3:29][N:30]([CH2:32][C:33]1[S:34][CH:35]=[C:36]([CH2:38][S:11][CH2:10][CH2:9][NH:8][C:7]2[C:3]([NH:2][CH3:1])=[N:4][S:5](=[O:12])[N:6]=2)[N:37]=1)[CH3:31]. Procedure: Reaction of 3-methylamino-4-(2-mercaptoethylamino)-1,2,5-thiadiazole 1-oxide [prepared by reacting 3,4-dimethoxy-1,2,5-thiadiazole 1-oxide with 2-aminoethanethiol and methylamine according to the procedure described in Example 25, Step A] with about one equivalent of 2-dimethylaminomethyl-4-hydroxymethylthiazole [prepared in Example 34, Step D], produces the title compound. Reactants: ClC1=NC=CC(=N1)C=1C=C(C=O)C=CC1 (3-(2-Chloro-pyrimidin-4-yl)-benzaldehyde), C(C)(C)(C)OC(=O)N1CC(NCC1)CC (3-Ethyl-piperazine-1-carboxylic acid tert-butyl ester), 417. As a reaction SMILES: [Cl:1][C:2]1[N:7]=[C:6]([C:8]2[CH:9]=[C:10]([CH:13]=[CH:14][CH:15]=2)[CH:11]=O)[CH:5]=[CH:4][N:3]=1.[C:16]([O:20][C:21]([N:23]1[CH2:28][CH2:27][NH:26][CH:25]([CH2:29][CH3:30])[CH2:24]1)=[O:22])([CH3:19])([CH3:18])[CH3:17]>>[C:16]([O:20][C:21]([N:23]1[CH2:28][CH2:27][N:26]([CH2:11][C:10]2[CH:13]=[CH:14][CH:15]=[C:8]([C:6]3[CH:5]=[CH:4][N:3]=[C:2]([Cl:1])[N:7]=3)[CH:9]=2)[CH:25]([CH2:29][CH3:30])[CH2:24]1)=[O:22])([CH3:19])([CH3:18])[CH3:17]. Yields the product C(C)(C)(C)OC(=O)N1CC(N(CC1)CC1=CC(=CC=C1)C1=NC(=NC=C1)Cl)CC (4-[3-(2-Chloro-pyrimidin-4-yl)-benzyl]-3-ethyl-piperazine-1-carboxylic acid tert-butyl ester). Reported procedure: Intermediate 1 was coupled with 3-Ethyl-piperazine-1-carboxylic acid tert-butyl ester following procedure B. LC-MS showed the product had the expected M+H+ of 417. The reactants are COC(C1=CC(C(=O)NCC(=O)C2=CC=C(C=C2)OC)=CC=C1)=O (N-[2-(4-Methoxy-phenyl)-2-oxo-ethyl]-isophthalamic acid methylester). Solvent: O (Water), poly phosphoric acid. Reaction conditions: temperature 80 celsius, time 2 hour. The product is 0.38, COC(C1=CC(=CC=C1)C=1OC(=CN1)C1=CC=C(C=C1)OC)=O (3-[5-(4-Methoxy-phenyl)-oxazol-2-yl]-benzoic acid methyl ester). Yield: 80.0%. Reaction SMILES: [CH3:1][O:2][C:3](=[O:24])[C:4]1[CH:23]=[CH:22][CH:21]=[C:6]([C:7]([NH:9][CH2:10][C:11]([C:13]2[CH:18]=[CH:17][C:16]([O:19][CH3:20])=[CH:15][CH:14]=2)=[O:12])=O)[CH:5]=1>O>[CH3:1][O:2][C:3](=[O:24])[C:4]1[CH:23]=[CH:22][CH:21]=[C:6]([C:7]2[O:12][C:11]([C:13]3[CH:18]=[CH:17][C:16]([O:19][CH3:20])=[CH:15][CH:14]=3)=[CH:10][N:9]=2)[CH:5]=1. Procedure details: 0.5 g 1.5 mmol) of N-[2-(4-Methoxy-phenyl)-2-oxo-ethyl]-isophthalamic acid methylester from Preparation 2 was dissolved in ˜15 mL of poly phosphoric acid. The mixture was stirred at 80° C. for 2 hours before allowing it to cool to room temperature. Water (60 mL) was added, and the product precipitated upon agitation. The solid was filtered and washed with water. Slurried solid product in hot methanol and filtered. Dried in vacuum oven overnight to obtain 0.38 (80%) desired product. Starting materials: C1(=CC=CC=C1)C1=NC(=CC=C1)COC(C)=O (2-phenyl-6-(acetoxymethyl)-pyridine). Solvent: Cl (HCl). The product is C1(=CC=CC=C1)C1=NC(=CC=C1)CO (2-phenyl-6-(hydroxymethyl)-pyridine). Isolated yield 81.0%. Reaction SMILES: [C:1]1([C:7]2[CH:12]=[CH:11][CH:10]=[C:9]([CH2:13][O:14]C(=O)C)[N:8]=2)[CH:6]=[CH:5][CH:4]=[CH:3][CH:2]=1>Cl>[C:1]1([C:7]2[CH:12]=[CH:11][CH:10]=[C:9]([CH2:13][OH:14])[N:8]=2)[CH:2]=[CH:3][CH:4]=[CH:5][CH:6]=1. Procedure: 4.5 g of 2-phenyl-6-(acetoxymethyl)-pyridine (20 mmol) was treated with an aqueous HCl solution (15%, 10 ml) and the mixture was heated at reflux temperature while stirring. After 30 minutes the reaction mixture was concentrated with the aid of an oil pump (10 mm) at 40° C., CH3CN was added, and the mixture was evaporated to dryness in vacuo and yielded 2-phenyl-6-(hydroxymethyl)-pyridine (3.0 g, 80%) as an oil. As a reaction SMILES: [CH3:12][C:13]([OH:14])([CH2:15][CH3:16])[CH3:17].[CH3:20][O:21][C:22]([CH3:23])([CH3:24])[CH3:25].[Cl:1][CH2:2][CH:3]([O:4][CH2:5][CH2:6][CH3:7])[O:8][CH2:9][CH2:10][CH3:11].[K+:19].[OH-:18]>>[CH2:2]=[C:3]([O:4][CH2:5][CH2:6][CH3:7])[O:8][CH2:9][CH2:10][CH3:11]. Starting materials: CCC(C)(C)O, COC(C)(C)C, CCCOC(CCl)OCCC, [K+], [OH-]. Product: C=C(OCCC)OCCC.